From a dataset of the Open Reaction Database (ORD), a public repository of structured organic reaction records. describe an organic reaction: reactants, conditions, products, and yield The reactants are [Si](C)(C)(C(C)(C)C)OC1=CC=C(C=C1)[C@H]1CCCN2C1=NS(CC2)(=O)=O ((9R)-9-(4-((tert-butyldimethylsilyl)oxy)phenyl)-3,4,6,7,8,9-hexahydropyrido[2,1-c][1,2,4]thiadiazine 2,2-dioxide), Cl (HCl). The solvent is CO (MeOH). Conditions: temperature 60 celsius, time 2 hour. Product: OC1=CC=C(C=C1)[C@H]1CCCN2C1=NS(CC2)(=O)=O ((9R)-9-(4-hydroxyphenyl)-3,4,6,7,8,9-hexahydropyrido[2,1-c][1,2,4]thiadiazine 2,2-dioxide). Yield: 95.9%. As a reaction SMILES: [Si]([O:8][C:9]1[CH:14]=[CH:13][C:12]([C@@H:15]2[C:20]3=[N:21][S:22](=[O:26])(=[O:25])[CH2:23][CH2:24][N:19]3[CH2:18][CH2:17][CH2:16]2)=[CH:11][CH:10]=1)(C(C)(C)C)(C)C.Cl>CO>[OH:8][C:9]1[CH:10]=[CH:11][C:12]([C@@H:15]2[C:20]3=[N:21][S:22](=[O:26])(=[O:25])[CH2:23][CH2:24][N:19]3[CH2:18][CH2:17][CH2:16]2)=[CH:13][CH:14]=1. Procedure details: A mixture of (9R)-9-(4-((tert-butyldimethylsilyl)oxy)phenyl)-3,4,6,7,8,9-hexahydropyrido[2,1-c][1,2,4]thiadiazine 2,2-dioxide (11.8 g) and 6 M HCl aq. (15.0 mL) in MeOH (100 mL) was stirred at 60° C. for 2 hr. After cooling to room temperature, the precipitate was collected and washed with MeOH to give the title compound (8.04 g) as a white solid. Procedure: To a well stirred suspension of sodium borohydride (5 g) in a mixture of dioxane (100 ml) and absolute ethanol (30 ml) was added dropwise a solution of 1-(2-nitroethenyl)-3,5-dimethoxybenzene (12.6 g) in dioxane (100 ml) over a 100 ml) over a 1 hour period. Following addition the mixture was stirred for an additional 45 minutes period. To the resulting suspension were added ice-water (120 ml) and 50% aqueous acetic acid (10 ml). Agitation was maintained for 1 hour and the clear solution was conc... The product is [N+](=O)([O-])CCC1=CC(=CC(=C1)OC)OC (1-(2-nitroethyl)-3,5-dimethoxybenzene). Yield: 53.5%. Starting materials: [N+](=O)([O-])C=CC1=CC(=CC(=C1)OC)OC (1-(2-nitroethenyl)-3,5-dimethoxybenzene), [BH4-].[Na+] (sodium borohydride), ice water, C(C)(=O)O (acetic acid), C(C)O (ethanol). Run in O1CCOCC1 (dioxane), O1CCOCC1 (dioxane). Reaction SMILES: [BH4-].[Na+].C(O)C.[N+:6]([CH:9]=[CH:10][C:11]1[CH:16]=[C:15]([O:17][CH3:18])[CH:14]=[C:13]([O:19][CH3:20])[CH:12]=1)([O-:8])=[O:7].C(O)(=O)C>O1CCOCC1>[N+:6]([CH2:9][CH2:10][C:11]1[CH:16]=[C:15]([O:17][CH3:18])[CH:14]=[C:13]([O:19][CH3:20])[CH:12]=1)([O-:8])=[O:7] |f:0.1|.